Task: describe an organic reaction: reactants, conditions, products, and yield. Dataset: the Open Reaction Database (ORD), a public repository of structured organic reaction records The yield is 62.1%. Run in CN(C)C=O (DMF). Product: ClC1=CC=C(C=C1)C[C@H](C(=O)N1CCC(CC1)C1=C(C=CC=C1)NS(=O)(=O)C)NC(=O)[C@@H]1C[C@@H](CC1)NC(=O)OC(C)(C)C (N-[(1R)-1-[(4-Chlorophenyl)methyl]-2-(4-{2[(methylsulfonyl)amino]phenyl}-piperidyl)-2-oxoethyl]-{(1S,3R)-3-[(tert-butoxy)carbonylamino]-cyclopentyl}-carboxamide). Reported procedure: The title compound was prepared according to the procedure described in Example 1, Step (f) using (2R)-2-amino-3-(4-chlorophenyl)-1-(4-{2-[(methylsulfonyl)-amino]phenyl}piperidyl)propan-1-one (Example 1, Step g) (471 mg, 1.0 mmol), DIEA (Aldrich) (0.20 mL, 1.0 mmol), (−)-(1S, 3R)—N-Boc-aminocyclopentane-3-carboxylic acid (PepTech Corporation) (344 mg, 1.5 mmol), HOAT (Aldrich) (232 mg, 1.70 mmol) and EDC (Aldrich) (544 mg, 2.84 mmol) in DMF (10 mL). Purification by silica gel chromatography (100... As a reaction SMILES: [NH2:1][C@H:2]([CH2:22][C:23]1[CH:28]=[CH:27][C:26]([Cl:29])=[CH:25][CH:24]=1)[C:3]([N:5]1[CH2:10][CH2:9][CH:8]([C:11]2[CH:16]=[CH:15][CH:14]=[CH:13][C:12]=2[NH:17][S:18]([CH3:21])(=[O:20])=[O:19])[CH2:7][CH2:6]1)=[O:4].CCN(C(C)C)C(C)C.[C:39]([NH:46][C@H:47]1[CH2:51][CH2:50][C@@H:49]([C:52](O)=[O:53])[CH2:48]1)([O:41][C:42]([CH3:45])([CH3:44])[CH3:43])=[O:40].C1C=NC2N(O)N=NC=2C=1.C(Cl)CCl>CN(C=O)C>[Cl:29][C:26]1[CH:25]=[CH:24][C:23]([CH2:22][C@@H:2]([NH:1][C:52]([C@H:49]2[CH2:50][CH2:51][C@@H:47]([NH:46][C:39]([O:41][C:42]([CH3:45])([CH3:44])[CH3:43])=[O:40])[CH2:48]2)=[O:53])[C:3]([N:5]2[CH2:10][CH2:9][CH:8]([C:11]3[CH:16]=[CH:15][CH:14]=[CH:13][C:12]=3[NH:17][S:18]([CH3:21])(=[O:19])=[O:20])[CH2:7][CH2:6]2)=[O:4])=[CH:28][CH:27]=1. Reactants: N[C@@H](C(=O)N1CCC(CC1)C1=C(C=CC=C1)NS(=O)(=O)C)CC1=CC=C(C=C1)Cl ((2R)-2-amino-3-(4-chlorophenyl)-1-(4-{2-[(methylsulfonyl)-amino]phenyl}piperidyl)propan-1-one), C1=CC2=C(N=C1)N(N=N2)O (HOAT), C(CCl)Cl (EDC), CCN(C(C)C)C(C)C (DIEA), C(=O)(OC(C)(C)C)N[C@@H]1C[C@@H](CC1)C(=O)O ((−)-(1S, 3R)—N-Boc-aminocyclopentane-3-carboxylic acid). The product is COC(=O)C1COC(c2ccccc2)=N1. Reactants: ClCCl, COC(=O)C(CO)NC(=O)c1ccccc1, O=S(Cl)Cl. As a reaction SMILES: [CH2:21]([Cl:22])[Cl:23].[CH3:1][O:2][C:3]([CH:4]([NH:5][C:6]([c:7]1[cH:8][cH:9][cH:10][cH:11][cH:12]1)=[O:13])[CH2:14][OH:15])=[O:16].[S:17]([Cl:18])([Cl:19])=[O:20]>>[CH3:1][O:2][C:3]([CH:4]1[N:5]=[C:6]([c:7]2[cH:8][cH:9][cH:10][cH:11][cH:12]2)[O:15][CH2:14]1)=[O:16]. Reactants: ClC=1C(=NC=C(C1)CO)C#N (3-chloro-5-(hydroxymethyl)picolinonitrile), S(=O)(Cl)Cl (thionyl chloride). The solvent is C(Cl)Cl (CH2Cl2). Reaction conditions: time 8 hour. Product: ClC=1C(=NC=C(C1)CCl)C#N (3-chloro-5-(chloromethyl)picolinonitrile). RXN SMILES: [Cl:1][C:2]1[C:3]([C:10]#[N:11])=[N:4][CH:5]=[C:6]([CH2:8]O)[CH:7]=1.S(Cl)([Cl:14])=O>C(Cl)Cl>[Cl:1][C:2]1[C:3]([C:10]#[N:11])=[N:4][CH:5]=[C:6]([CH2:8][Cl:14])[CH:7]=1. Procedure details: To a stirred solution of 3-chloro-5-(hydroxymethyl)picolinonitrile (from the previous step) in CH2Cl2 (0.2 M) at 0° C. was added thionyl chloride (10 eq). After stirring at room temperature overnight the reaction mixture was concentrated under vacuum and the resulting crude was purified by chromatography (silica gel, 20-50% EtOAc in hexanes) to afford 3-chloro-5-(chloromethyl)picolinonitrile as a colorless oil. Reaction SMILES: [C:1](O)(=O)[CH3:2].[CH3:5][NH:6][CH3:7].[CH3:8][C:9]1[CH:10]=[C:11]([C:16]2[NH:17][C:18]3[C:23](C=2)=[CH:22][CH:21]=[CH:20][CH:19]=3)[CH:12]=[C:13]([CH3:15])[CH:14]=1>C(O)C>[CH3:8][C:9]1[CH:10]=[C:11]([C:16]2[NH:17][C:18]3[C:23]([C:1]=2[CH2:2][N:6]([CH3:7])[CH3:5])=[CH:22][CH:21]=[CH:20][CH:19]=3)[CH:12]=[C:13]([CH3:15])[CH:14]=1. The yield is 82.5%. Run in C(C)O (ethanol). Reactants: CC=1C=C(C=C(C1)C)C=1NC2=CC=CC=C2C1 (2-(3,5-dimethylphenyl)-1H-indole), C(C)(=O)O (acetic acid), CNC (dimethyl amine), solution. Procedure details: To 2.53 g glacial acetic acid was added 2.0 g dimethyl amine (40% aqueous solution) followed by 1.37 g fomalin (37% solution) then 4.0 g 2-(3,5-dimethylphenyl)-1H-indole and the mixture stirred at 0° C. After 15 minutes, 40 mL ethanol was added and the mixture allowed to warm to room temperature. After 1 hour at room temperature, the reaction was quenched by pouring into 50 mL of 1N sodium hydroxide. The resulting mixture was extracted with methylene chloride (4×10 mL) and the combined organics ... Reaction conditions: time 15 minute. Yields the product CC=1C=C(C=C(C1)C)C=1NC2=CC=CC=C2C1CN(C)C ([2-(3,5-dimethylphenyl)-1H-indol-3-ylmethyl]dimethylamine).